The task is: describe an organic reaction: reactants, conditions, products, and yield. This data is from the Open Reaction Database (ORD), a public repository of structured organic reaction records. The reactants are CC(C)(C)[O-], [K+], C1CCOC1, O=c1cc(-c2ccncc2)oc2cccc(O)c12. The product is O=c1cc(-c2ccncc2)oc2cccc(OCCCO)c12. Reaction SMILES: [CH3:19][C:20]([CH3:21])([O-:22])[CH3:23].[K+:24].[O:25]1[CH2:26][CH2:27][CH2:28][CH2:29]1.[OH:1][c:2]1[cH:3][cH:4][cH:5][c:6]2[c:7]1[c:8](=[O:18])[cH:9][c:10](-[c:12]1[cH:13][cH:14][n:15][cH:16][cH:17]1)[o:11]2>>[O:1]([c:2]1[cH:3][cH:4][cH:5][c:6]2[c:7]1[c:8](=[O:18])[cH:9][c:10](-[c:12]1[cH:13][cH:14][n:15][cH:16][cH:17]1)[o:11]2)[CH2:28][CH2:27][CH2:26][OH:25]. The reactants are compound [ 4-6 ], FC=1C=C(CCl)C=CC1 (3-fluorobenzyl chloride), C(C1=CC=CC=C1)N1C=CC2=CC=C(C=C12)CC(=O)O (2-(1-benzyl-1H-indole-6-yl)acetic acid). Yields the product FC=1C=C(CN2C=CC3=CC=C(C=C23)CC(=O)O)C=CC1 (2-[1-(3-fluorobenzyl)-1H-indole-6-yl]acetic acid), C(C1=CC=CC=C1)N1C=CC2=CC=C(C=C12)CC(=O)O (2-(1-benzyl-1H-indole-6-yl)acetic acid). RXN SMILES: [F:1][C:2]1[CH:3]=[C:4]([CH:7]=[CH:8][CH:9]=1)[CH2:5]Cl.[CH2:10]([N:17]1[C:25]2[C:20](=[CH:21][CH:22]=[C:23]([CH2:26][C:27]([OH:29])=[O:28])[CH:24]=2)[CH:19]=[CH:18]1)[C:11]1[CH:16]=[CH:15][CH:14]=[CH:13][CH:12]=1>>[F:1][C:2]1[CH:3]=[C:4]([CH:7]=[CH:8][CH:9]=1)[CH2:5][N:17]1[C:25]2[C:20](=[CH:21][CH:22]=[C:23]([CH2:26][C:27]([OH:29])=[O:28])[CH:24]=2)[CH:19]=[CH:18]1.[CH2:10]([N:17]1[C:25]2[C:20](=[CH:21][CH:22]=[C:23]([CH2:26][C:27]([OH:29])=[O:28])[CH:24]=2)[CH:19]=[CH:18]1)[C:11]1[CH:12]=[CH:13][CH:14]=[CH:15][CH:16]=1. Reported procedure: The titled compound (47 mg) as a white solid was prepared from the compound [4-6] obtained in the process (6) of Example 4 (100 mg) and 3-fluorobenzyl chloride according to the method of the process (7) of Example 4. As a reaction SMILES: [CH3:1][c:2]1[c:3]([CH2:8][CH2:9][CH2:10][N:11]2[CH2:12][CH:13]([CH3:17])[NH:14][CH2:15][CH2:16]2)[cH:4][cH:5][cH:6][cH:7]1.[cH:26]1[cH:27][cH:28][cH:29][cH:30][cH:31]1.[o:18]1[c:19]([C:23](=[O:24])[Cl:25])[cH:20][cH:21][cH:22]1>>[CH3:1][c:2]1[c:3]([CH2:8][CH2:9][CH2:10][N:11]2[CH2:12][CH:13]([CH3:17])[N:14]([C:23]([c:19]3[o:18][cH:22][cH:21][cH:20]3)=[O:24])[CH2:15][CH2:16]2)[cH:4][cH:5][cH:6][cH:7]1.[ClH:25]. Yields the product Cc1ccccc1CCCN1CCN(C(=O)c2ccco2)C(C)C1, Cl. The reactants are Cc1ccccc1CCCN1CCNC(C)C1, c1ccccc1, O=C(Cl)c1ccco1. Reactants: CC(C)Cn1c(CN(C(=O)[O-])C(C)(C)C)c(-c2cccs2)c2cc(OCc3ccccc3)ccc2c1=O, CCOC(C)=O, Cl. The product is Cl, CC(C)Cn1c(CN)c(-c2cccs2)c2cc(OCc3ccccc3)ccc2c1=O. RXN SMILES: [C:1]([N:5]([C:2](=[O:3])[O-:4])[CH2:9][c:10]1[n:11]([CH2:34][CH:35]([CH3:36])[CH3:37])[c:12](=[O:33])[c:13]2[cH:14][cH:15][c:16]([O:25][CH2:26][c:27]3[cH:28][cH:29][cH:30][cH:31][cH:32]3)[cH:17][c:18]2[c:19]1-[c:20]1[s:21][cH:22][cH:23][cH:24]1)([CH3:6])([CH3:7])[CH3:8].[CH3:39][CH2:40][O:41][C:42](=[O:43])[CH3:44].[ClH:38]>>[ClH:38].[NH2:5][CH2:9][c:10]1[n:11]([CH2:34][CH:35]([CH3:36])[CH3:37])[c:12](=[O:33])[c:13]2[cH:14][cH:15][c:16]([O:25][CH2:26][c:27]3[cH:28][cH:29][cH:30][cH:31][cH:32]3)[cH:17][c:18]2[c:19]1-[c:20]1[s:21][cH:22][cH:23][cH:24]1. The solvent is C(CO)O (ethylene glycol). Reaction SMILES: N#N.C([SiH2][O:8][C:9](C)(C)[C:10]1[S:14][C:13]([C:15](=[O:17])[CH3:16])=[N:12][CH:11]=1)(C)(C)C.COC([O:25][CH3:26])OC.[C:27]([O-])([O-])=O.[Na+].[Na+]>C(O)CO>[CH3:16][C:15]1([C:13]2[S:14][C:10]([CH2:9][OH:8])=[CH:11][N:12]=2)[O:17][CH2:27][CH2:26][O:25]1 |f:3.4.5|. Run at temperature 95 celsius. The reactants are C(C)(C)(C)[SiH2]OC(C1=CN=C(S1)C(C)=O)(C)C (1-[5-(tert-butyl-dimethyl-silanyloxymethyl)-thiazol-2-yl]-ethanone), COC(OC)OC (trimethylorthoformate), N#N (N2), LiBF4, C(=O)([O-])[O-].[Na+].[Na+] (Na2CO3). Procedure details: In a flame dried round-bottomed flask equipped with a magnetic stir bar and under inert atmosphere (N2), a solution of 1-[5-(tert-butyl-dimethyl-silanyloxymethyl)-thiazol-2-yl]-ethanone (1.00 g, 3.68 mmol) in ethylene glycol (4 mL) was treated with trimethylorthoformate (0.82 mL, 7.51 mmol) followed by LiBF4 (70 mg, 0.74 mmol). The reaction mixture was heated at 95° C. for 2 days. Sat. aq. Na2CO3 (5 mL) was added and the mixture was extracted with Et2O (3×20 mL). The org. extracts were dried ove... Product: CC1(OCCO1)C=1SC(=CN1)CO ((2-(2-Methyl-[1,3]dioxolan-2-yl)thiazol-5-yl)methanol).